Dataset: the Open Reaction Database (ORD), a public repository of structured organic reaction records. Task: describe an organic reaction: reactants, conditions, products, and yield The reactants are N#N (N2), BrC1=C(C=C(C(=C1)C)[N+](=O)[O-])C (2-bromo-5-nitro-p-xylene), O.NN (hydrazine hydrate). The reagents and catalysts are [Ni] (Raney nickel). The solvent is CO (methanol). Yields the product NC1=C(C=C(C(=C1)C)Br)C (2-amino-5-bromo-p-xylene). Isolated yield 86.6%. As a reaction SMILES: [Br:1][C:2]1[CH:7]=[C:6]([CH3:8])[C:5]([N+:9]([O-])=O)=[CH:4][C:3]=1[CH3:12].N#N.O.NN>CO.[Ni]>[NH2:9][C:5]1[CH:4]=[C:3]([CH3:12])[C:2]([Br:1])=[CH:7][C:6]=1[CH3:8] |f:2.3|. Procedure details: 316 g of 2-bromo-5-nitro-p-xylene were dissolved in 3000 ml of methanol, freshly produced Raney nickel (about 4 g) was added under a vigorous stream of N2, and the mixture was heated to reflux with vigorous stirring. 275 ml of hydrazine hydrate (80% in water) were then slowly added dropwise. When the dropwise addition was complete (duration about 5 hours), the mixture was refluxed for about a further 6 hours. The catalyst was filtered off, the methanol was removed in a rotary evaporator, the res... Starting materials: N(=NC(=O)N1CCCCC1)C(=O)N1CCCCC1 (1,1′-(azodicarbonyl)dipiperidine), OC1=CC=C(C=C1)CCC(=O)OC (methyl 3-(4-hydroxyphenyl)propanoate), CC=1C=C(OC=2C=C(C=CC2)CO)C=CC1 ([3-(3-methylphenoxy)phenyl]methanol), C(CCC)P(CCCC)CCCC (tributylphosphine). Solvent: C1(=CC=CC=C1)C (toluene), CCCCCC (Hexane). Run at time 18 hour. The product is CC=1C=C(OC=2C=C(COC3=CC=C(C=C3)CCC(=O)OC)C=CC2)C=CC1 (methyl 3-(4-{[3-(3-methylphenoxy)benzyl]oxy}phenyl)propanoate). Isolated yield 55.0%. Reaction SMILES: [OH:1][C:2]1[CH:7]=[CH:6][C:5]([CH2:8][CH2:9][C:10]([O:12][CH3:13])=[O:11])=[CH:4][CH:3]=1.[CH3:14][C:15]1[CH:16]=[C:17]([CH:27]=[CH:28][CH:29]=1)[O:18][C:19]1[CH:20]=[C:21]([CH2:25]O)[CH:22]=[CH:23][CH:24]=1.C(P(CCCC)CCCC)CCC.N(C(N1CCCCC1)=O)=NC(N1CCCCC1)=O>C1(C)C=CC=CC=1.CCCCCC>[CH3:25][C:21]1[CH:20]=[C:19]([CH:24]=[CH:23][CH:22]=1)[O:18][C:17]1[CH:16]=[C:15]([CH:29]=[CH:28][CH:27]=1)[CH2:14][O:1][C:2]1[CH:3]=[CH:4][C:5]([CH2:8][CH2:9][C:10]([O:12][CH3:13])=[O:11])=[CH:6][CH:7]=1. Procedure details: A solution of methyl 3-(4-hydroxyphenyl)propanoate (0.396 g, 2.20 mmol), [3-(3-methylphenoxy)phenyl]methanol (0.429 g, 2.00 mmol) and tributylphosphine (0.747 mL, 3.00 mmol) in toluene (30 mL) was stirred under ice-cooling, 1,1′-(azodicarbonyl)dipiperidine (0.757 g, 3.00 mmol) was added by small portions, the temperature was raised to room temperature and the mixture was stirred for 18 hrs. Hexane (15 mL) was added to the reaction mixture, the precipitated insoluble material was filtered off, an... Starting materials: [N+](=[N-])=C (diazomethane), OC(C)(C)[C@@H]1[C@H](NC1=O)CC(=O)O ([(2R,3S)-3-(1-hydroxy-1-methylethyl)-4-oxoazetidin-2-yl]acetic acid). The reagents and catalysts are C(C)(=O)O (Acetic acid). The solvent is CCOCC (ether), CO (methanol). Run at temperature 0 celsius. Product: OC(C)(C)[C@@H]1[C@H](NC1=O)CC(=O)OC (methyl [(2R,3S)-3-(1-hydroxy-1-methylethyl)-4-oxoazetidin-2-yl]acetate). RXN SMILES: [N+](=[CH2:3])=[N-].[OH:4][C:5]([C@H:8]1[C:11](=[O:12])[NH:10][C@@H:9]1[CH2:13][C:14]([OH:16])=[O:15])([CH3:7])[CH3:6]>CCOCC.CO.C(O)(=O)C>[OH:4][C:5]([C@H:8]1[C:11](=[O:12])[NH:10][C@@H:9]1[CH2:13][C:14]([O:16][CH3:3])=[O:15])([CH3:7])[CH3:6]. Reported procedure: A solution of diazomethane in ether (2 ml) was added to a solution of [(2R,3S)-3-(1-hydroxy-1-methylethyl)-4-oxoazetidin-2-yl]acetic acid (23 mg) in methanol (3 ml) at 0° C. and the mixture was stirred for an hour at 0° C. Acetic acid (2 drops) was added to the mixture at 0° C. and the mixture was evaporated in vacuo to give methyl [(2R,3S)-3-(1-hydroxy-1-methylethyl)-4-oxoazetidin-2-yl]acetate (25 mg).